From a dataset of the Open Reaction Database (ORD), a public repository of structured organic reaction records. describe an organic reaction: reactants, conditions, products, and yield The reactants are FC1=CC=C(C=C1)C(CNC1=CN=C(N=N1)C=1C=C(C#N)C=CC1)(C)C (3-(6-(2-(4-fluorophenyl)-2-methylpropylamino)-1,2,4-triazin-3-yl)benzonitrile), C(=O)([O-])[O-].[K+].[K+] (K2CO3), OO (hydrogen peroxide). Run in CS(=O)C (DMSO). Conditions: time 24 hour. Yields the product FC1=CC=C(C=C1)C(CNC1=CN=C(N=N1)C=1C=C(C(=O)N)C=CC1)(C)C (3-(6-(2-(4-fluorophenyl)-2-methylpropylamino)-1,2,4-triazin-3-yl)benzamide). The yield is 7.8%. Reaction SMILES: [F:1][C:2]1[CH:7]=[CH:6][C:5]([C:8]([CH3:26])([CH3:25])[CH2:9][NH:10][C:11]2[N:16]=[N:15][C:14]([C:17]3[CH:18]=[C:19]([CH:22]=[CH:23][CH:24]=3)[C:20]#[N:21])=[N:13][CH:12]=2)=[CH:4][CH:3]=1.C([O-])([O-])=[O:28].[K+].[K+].OO>CS(C)=O>[F:1][C:2]1[CH:3]=[CH:4][C:5]([C:8]([CH3:26])([CH3:25])[CH2:9][NH:10][C:11]2[N:16]=[N:15][C:14]([C:17]3[CH:18]=[C:19]([CH:22]=[CH:23][CH:24]=3)[C:20]([NH2:21])=[O:28])=[N:13][CH:12]=2)=[CH:6][CH:7]=1 |f:1.2.3|. Reported procedure: To a solution of 3-(6-(2-(4-fluorophenyl)-2-methylpropylamino)-1,2,4-triazin-3-yl)benzonitrile (220 mg, 0.60 mmol) in DMSO (3.0 mL) was added K2CO3 (300 mg, 2.2 mmol) and 30% hydrogen peroxide (0.60 mL, 7.5 mmol). The mixture was stirred 24 h and partitioned between EtOAc and water. The aqueous layer was extracted with EtOAc (2×) and the combined organics were dried over Na2SO4 and evaporated to dryness in vacuo. Purification using silica gel chromatography (0-100% EtOAc/hexanes) gave the desire... The reactants are C(CCC)C1=C(C(=NC(=N1)C)Cl)CC1=CC=C(C=C1)I (6-butyl-4-chloro-2-methyl-5-[(4-iodophenyl)methyl]pyrimidine), I (HI), [Na+].[I-] (NaI). Solvent: CC(=O)C (acetone). Reaction conditions: temperature 40 celsius. Product: C(CCC)C1=C(C(=NC(=N1)C)I)CC1=CC=C(C=C1)I (6-butyl-4-iodo-2-methyl-5-[(4-iodophenyl)methyl]pyrimidine). Isolated yield 99.3%. Reaction SMILES: [CH2:1]([C:5]1[N:10]=[C:9]([CH3:11])[N:8]=[C:7](Cl)[C:6]=1[CH2:13][C:14]1[CH:19]=[CH:18][C:17]([I:20])=[CH:16][CH:15]=1)[CH2:2][CH2:3][CH3:4].[IH:21].[Na+].[I-]>CC(C)=O>[CH2:1]([C:5]1[N:10]=[C:9]([CH3:11])[N:8]=[C:7]([I:21])[C:6]=1[CH2:13][C:14]1[CH:19]=[CH:18][C:17]([I:20])=[CH:16][CH:15]=1)[CH2:2][CH2:3][CH3:4] |f:2.3|. Procedure details: To a solution of 380 mg (0.947 mmol) 6-butyl-4-chloro-2-methyl-5-[(4-iodophenyl)methyl]pyrimidine in 10 mL acetone were added 0.119 mL 57% HI (0.900 mmol) and 851 mg (5.68 mmol) NaI. The mixture was warmed to 40° C. for 2.5 hours. As the reaction proceeds, NaCl can be seen precipitating out of solution. The mixture was diluted with brine and saturated NaHCO3 solution. The mixture was extracted 3 times with ether. The combined organic material was dried over MgSO4 and decolorized with activated c... Starting materials: [Al+3], C1CCOC1, CCOC(C)=O, [H-], [H-], [H-], [H-], [Li+], [N-]=[N+]=NCc1ccc2c(cnn2C2CCCCO2)c1, [Na+], [OH-]. The product is NCc1ccc2c(cnn2C2CCCCO2)c1. Reaction SMILES: [Al+3:2].[CH2:34]1[O:35][CH2:36][CH2:37][CH2:38]1.[CH3:28][CH2:29][O:30][C:31](=[O:32])[CH3:33].[H-:1].[H-:4].[H-:5].[H-:6].[Li+:3].[N:7](=[N+:8]=[N-:9])[CH2:10][c:11]1[cH:12][c:13]2[cH:14][n:15][n:16]([CH:20]3[O:21][CH2:22][CH2:23][CH2:24][CH2:25]3)[c:17]2[cH:18][cH:19]1.[Na+:27].[OH-:26]>>[NH2:7][CH2:10][c:11]1[cH:12][c:13]2[cH:14][n:15][n:16]([CH:20]3[O:21][CH2:22][CH2:23][CH2:24][CH2:25]3)[c:17]2[cH:18][cH:19]1. Reactants: CCOc1c(-c2cccc3cc(C(C)=O)sc23)cc(C(C)C)cc1C(C)C, CCOC(=O)CP(=O)(OCC)OCC, [H-], [Na+], CN(C)C=O. The product is CCOC(=O)C=C(C)c1cc2cccc(-c3cc(C(C)C)cc(C(C)C)c3OCC)c2s1. RXN SMILES: [C:17]([CH3:18])(=[O:19])[c:20]1[cH:21][c:22]2[c:23]([s:24]1)[c:25](-[c:29]1[c:30]([O:41][CH2:42][CH3:43])[c:31]([CH:38]([CH3:39])[CH3:40])[cH:32][c:33]([CH:35]([CH3:36])[CH3:37])[cH:34]1)[cH:26][cH:27][cH:28]2.[CH3:3][CH2:4][O:5][C:6](=[O:7])[CH2:8][P:9]([O:10][CH2:11][CH3:12])([O:13][CH2:14][CH3:15])=[O:16].[H-:2].[Na+:1].[O:44]=[CH:45][N:46]([CH3:47])[CH3:48]>>[CH3:3][CH2:4][O:5][C:6](=[O:7])[CH:8]=[C:17]([CH3:18])[c:20]1[cH:21][c:22]2[c:23]([s:24]1)[c:25](-[c:29]1[c:30]([O:41][CH2:42][CH3:43])[c:31]([CH:38]([CH3:39])[CH3:40])[cH:32][c:33]([CH:35]([CH3:36])[CH3:37])[cH:34]1)[cH:26][cH:27][cH:28]2. The reactants are [H][H] (hydrogen), FC(C1=CC=C(C(=O)OCC)C=C1)(F)F (Ethyl 4-trifluoromethylbenzoate), [H][H] (hydrogen). Reagents/catalysts: [Rh] (rhodium on alumina). Run in C(C)O (ethanol). The product is FC(C1CCC(CC1)C(=O)OCC)(F)F (ethyl 4-trifluoromethylcyclohexane-1-carboxylate). RXN SMILES: [F:1][C:2]([F:15])([F:14])[C:3]1[CH:13]=[CH:12][C:6]([C:7]([O:9][CH2:10][CH3:11])=[O:8])=[CH:5][CH:4]=1.[H][H]>C(O)C.[Rh]>[F:1][C:2]([F:14])([F:15])[CH:3]1[CH2:4][CH2:5][CH:6]([C:7]([O:9][CH2:10][CH3:11])=[O:8])[CH2:12][CH2:13]1. Reported procedure: Ethyl 4-trifluoromethylbenzoate (4.9 g) was dissolved in ethanol (60 ml) and catalyst (5% rhodium on alumina, 0.5 g) added. Reduction with hydrogen gas was effected at ambient temperature at 50 atmospheres pressure until the theoretical quantity of hydrogen had been absorbed. The catalyst was removed by filtration through "hyflo" filter aid and the solvent was removed by evaporation to provide crude ethyl 4-trifluoromethylcyclohexane-1-carboxylate. Starting materials: CCCCO, CCN(C(C)C)C(C)C, Fc1nc(Cl)c2[nH]cnc2n1, NCc1ccccn1. The product is Fc1nc(NCc2ccccn2)c2nc[nH]c2n1. As a reaction SMILES: [CH2:29]([OH:30])[CH2:31][CH2:32][CH3:33].[CH:12]([N:13]([CH2:14][CH3:15])[CH:16]([CH3:17])[CH3:18])([CH3:19])[CH3:20].[Cl:1][c:2]1[c:3]2[nH:4][cH:5][n:6][c:7]2[n:8][c:9]([F:11])[n:10]1.[n:21]1[c:22]([CH2:27][NH2:28])[cH:23][cH:24][cH:25][cH:26]1>>[c:2]1([NH:28][CH2:27][c:22]2[n:21][cH:26][cH:25][cH:24][cH:23]2)[c:3]2[n:4][cH:5][nH:6][c:7]2[n:8][c:9]([F:11])[n:10]1. Reactants: COC(C1=CC(=C(C(=C1)O)I)N)=O (3-amino-5-hydroxy-4-iodo-benzoic acid methyl ester), C(C)I (ethyl iodide), CC(C)([O-])C.[Na+] (sodium tert-butoxide). Solvent: CN(C)C=O (DMF). Conditions: time 1 hour. Product: COC(C1=CC(=C(C(=C1)OCC)I)N)=O (3-Amino-5-ethoxy-4-iodo-benzoic acid methyl ester). Isolated yield 69.6%. RXN SMILES: [CH3:1][O:2][C:3](=[O:13])[C:4]1[CH:9]=[C:8]([OH:10])[C:7]([I:11])=[C:6]([NH2:12])[CH:5]=1.[CH2:14](I)[CH3:15].CC(C)([O-])C.[Na+]>CN(C=O)C>[CH3:1][O:2][C:3](=[O:13])[C:4]1[CH:9]=[C:8]([O:10][CH2:14][CH3:15])[C:7]([I:11])=[C:6]([NH2:12])[CH:5]=1 |f:2.3|. Reported procedure: To a solution of 3-amino-5-hydroxy-4-iodo-benzoic acid methyl ester (0.25 g, 0.85 mmol) in DMF (3 mL) and ethyl iodide (0.10 mL, 0.146 g, 0.94 mmol) at 0° C. was added sodium tert-butoxide (0.11 g, 0.94 mmol) in small portions over a time period of 10 min. After stirring for 1 h, the cooling bath was removed and the reaction mixture stirred at rt for an additional 18 h. The solution was concentrated by evaporation under reduced pressure and extracted with ethyl acetate (3×50 mL). The combined or...